Dataset: the Open Reaction Database (ORD), a public repository of structured organic reaction records. Task: describe an organic reaction: reactants, conditions, products, and yield Reactants: N (Ammonia), COC=1C=C2C(N(C=NC2=CC1OCCN1N=NC=C1)COC(C(C)(C)C)=O)=O (6-methoxy-3-((pivaloyloxy)methyl)-7-(2-(1,2,3-triazol-1-yl)ethoxy)-3,4-dihydroquinazolin-4-one). Solvent: CO (methanol), CO (methanol). Run at time 8 hour. Yields the product COC=1C=C2C=NC=NC2=CC1OCCN1N=NC=C1 (6-methoxy-7-(2-(1,2,3-triazol-1-yl)ethoxy)quinazoline). Yield: 99.6%. Reaction SMILES: N.[CH3:2][O:3][C:4]1[CH:5]=[C:6]2[C:11](=[CH:12][C:13]=1[O:14][CH2:15][CH2:16][N:17]1[CH:21]=[CH:20][N:19]=[N:18]1)[N:10]=[CH:9][N:8](COC(=O)C(C)(C)C)[C:7]2=O>CO>[CH3:2][O:3][C:4]1[CH:5]=[C:6]2[C:11](=[CH:12][C:13]=1[O:14][CH2:15][CH2:16][N:17]1[CH:21]=[CH:20][N:19]=[N:18]1)[N:10]=[CH:9][N:8]=[CH:7]2. Reported procedure: 5.1M Ammonia in methanol (30 ml) was added to a solution of 6-methoxy-3-((pivaloyloxy)methyl)-7-(2-(1,2,3-triazol-1-yl)ethoxy)-3,4-dihydroquinazolin-4-one (1.4 g, 3.5 mmol) in a solution of methanol (30 ml). After stirring overnight at ambient temperature, the volatiles were removed by evaporation and the residue was triturated with ether, collected by filtration, washed with ether and dried under vacuum to give 6-methoxy-7-(2-(1,2,3-triazol-1-yl)ethoxy)quinazoline (946 mg, 92%).